This data is from the Open Reaction Database (ORD), a public repository of structured organic reaction records. The task is: describe an organic reaction: reactants, conditions, products, and yield Starting materials: ClC1=NC=C(C(=N1)Cl)F (2,4-dichloro-5-fluoropyrimidine), C(C)(C)(C)N (t-butylamine). The solvent is C(C)#N (acetonitrile). Run at temperature 50 celsius, time 20 minute. Yields the product C(C)(C)(C)NC1=NC(=NC=C1F)Cl (4-(t-butylamino)-2-chloro-5-fluoropyrimidine). Yield: 52.5%. RXN SMILES: [Cl:1][C:2]1[N:7]=[C:6](Cl)[C:5]([F:9])=[CH:4][N:3]=1.[C:10]([NH2:14])([CH3:13])([CH3:12])[CH3:11]>C(#N)C>[C:10]([NH:14][C:6]1[C:5]([F:9])=[CH:4][N:3]=[C:2]([Cl:1])[N:7]=1)([CH3:13])([CH3:12])[CH3:11]. Reported procedure: To 20 ml of acetonitrile were added 6.4 g of 2,4-dichloro-5-fluoropyrimidine and 7.0 g of t-butylamine, then the mixture was stirred at 50° C. for 20 minutes. The solution was concentrated under reduced pressure, and separated by adding 40 ml of distilled water and 70 ml of chloroform. The chloroform layer was dried over anhydrous magnesium sulfate and concentrated under reduced pressure. The precipitated pale yellow crystals were dispersed in diisopropylether and collected by filtration to obta... Starting materials: C1(=CC=CC=C1)NC1=CC=C(C=C1)C(C)(C)C (N-phenyl-p-tertiarybutylaniline), IC1=CC=C(C=C1)C1=CC=C(C=C1)I (4,4'-diiodobiphenyl), C([O-])([O-])=O.[K+].[K+] (potassium carbonate). The reagents and catalysts are [Cu] (copper). The product is C(C)(C)(C)C1=CC=C(C=C1)N(C1=CC=C(C=C1)C1=CC=C(N(C2=CC=CC=C2)C2=CC=C(C=C2)C(C)(C)C)C=C1)C1=CC=CC=C1 (N,N'-bis(p-tertiarybutylphenyl)-N,N'-diphenylbenzidine). Isolated yield 41.6%. RXN SMILES: [C:1]1([NH:7][C:8]2[CH:13]=[CH:12][C:11]([C:14]([CH3:17])([CH3:16])[CH3:15])=[CH:10][CH:9]=2)[CH:6]=[CH:5][CH:4]=[CH:3][CH:2]=1.I[C:19]1[CH:24]=[CH:23][C:22]([C:25]2[CH:30]=[CH:29][C:28](I)=[CH:27][CH:26]=2)=[CH:21][CH:20]=1.C(=O)([O-])[O-].[K+].[K+]>[Cu]>[C:14]([C:11]1[CH:10]=[CH:9][C:8]([N:7]([C:1]2[CH:2]=[CH:3][CH:4]=[CH:5][CH:6]=2)[C:19]2[CH:24]=[CH:23][C:22]([C:25]3[CH:30]=[CH:29][C:28]([N:7]([C:8]4[CH:9]=[CH:10][C:11]([C:14]([CH3:17])([CH3:16])[CH3:15])=[CH:12][CH:13]=4)[C:1]4[CH:2]=[CH:3][CH:4]=[CH:5][CH:6]=4)=[CH:27][CH:26]=3)=[CH:21][CH:20]=2)=[CH:13][CH:12]=1)([CH3:17])([CH3:16])[CH3:15] |f:2.3.4|. Procedure: 8.1 g (0.036 mol) of N-phenyl-p-tertiarybutylaniline, 7.3 g (0.018 mol) of 4,4'-diiodobiphenyl, 7.5 g (0.054 mol) of anhydrous potassium carbonate, and 0.53 g (0.008 mol) of copper powder were mixed. The mixture was then allowed to undergo reaction at a temperature of 210° to 225° C. for 12 hours. The reaction product was then extracted with 70 ml of toluene. The insoluble contents were removed by filtration. The filtrate was then concentrated to obtain an oily material. The crude product thus o... Reactants: S1C(=CC=C1)S(=O)(=O)Cl (2-thiophenesulfonyl chloride), CC1N(CCOC=2C1=C1C=CNC1=CC2)C(=O)OC(C)(C)C (tert-butyl 1-methyl-1,3,4,8-tetrahydro-2H-[1,4]oxazepino[6,7-e]indole-2-carboxylate), CC1N(CCOC=2C1=C1C=CNC1=CC2)C(=O)OC(C)(C)C (tert-butyl 1-methyl-1,3,4,8-tetrahydro-2H-[1,4]oxazepino[6,7-e]indole-2-carboxylate), [H-].[Na+] (sodium hydride). Run in CN(C)C=O (DMF). Conditions: time 8 hour. The product is CC1N(CCOC=2C1=C1C=CN(C1=CC2)S(=O)(=O)C=2SC=CC2)C(=O)OC(C)(C)C (tert-butyl 1-methyl-8-(2-thienylsulfonyl)-1,3,4,8-tetrahydro-2H-[1,4]oxazepino[6,7-e]indole-2-carboxylate). Yield: 37.6%. As a reaction SMILES: [CH3:1][CH:2]1[C:8]2=[C:9]3[C:13](=[CH:14][CH:15]=[C:7]2[O:6][CH2:5][CH2:4][N:3]1[C:16]([O:18][C:19]([CH3:22])([CH3:21])[CH3:20])=[O:17])[NH:12][CH:11]=[CH:10]3.[H-].[Na+].[S:25]1[CH:29]=[CH:28][CH:27]=[C:26]1[S:30](Cl)(=[O:32])=[O:31]>CN(C=O)C>[CH3:1][CH:2]1[C:8]2=[C:9]3[C:13](=[CH:14][CH:15]=[C:7]2[O:6][CH2:5][CH2:4][N:3]1[C:16]([O:18][C:19]([CH3:21])([CH3:20])[CH3:22])=[O:17])[N:12]([S:30]([C:26]1[S:25][CH:29]=[CH:28][CH:27]=1)(=[O:32])=[O:31])[CH:11]=[CH:10]3 |f:1.2|. Procedure: tert-Butyl 1-methyl-1,3,4,8-tetrahydro-2H-[1,4]oxazepino[6,7-e]indole-2-carboxylate (Intermediate 42, 25 mg, 0.083 mmol) was dissolved in DMF (1 mL) and sodium hydride (60% in mineral oil, 4.0 mg, 0.17 mmol) was added. The reaction mixture was stirred at room temperature for 15 minutes before 2-thiophenesulfonyl chloride (21 mg, 0.11 mmol) was added. The reaction mixture was allowed to stir at room temperature overnight. The reaction was quenched by addition of water and the crude product was pu... Starting materials: [NH4+].[Cl-] (NH4Cl), C(C)(C)[N-]C(C)C.[Li+] (Lithium diisopropylamide), BrC1=CC(=C(C=C1)CC(=O)N1C(OC[C@@H]1C(C)C)=O)OC ((S)-3-[2-(4-bromo-2-methoxy-phenyl)-acetyl]-4-isopropyl-oxazolidin-2-one), BrCC#N (bromoacetonitrile). The solvent is C1CCOC1 (THF). Run at time 15 minute. The product is BrC1=CC(=C(C=C1)[C@H](CC#N)C(=O)N1C(OC[C@@H]1C(C)C)=O)OC ((S)-3-(4-bromo-2-methoxy-phenyl)-4-((S)-4-isopropyl-2-oxo-oxazolidin-3-yl)-4-oxo-butyronitrile). The yield is 60.4%. Reaction SMILES: [CH:1]([N-:4]C(C)C)(C)[CH3:2].[Li+].[Br:9][C:10]1[CH:15]=[CH:14][C:13]([CH2:16][C:17]([N:19]2[C@@H:23]([CH:24]([CH3:26])[CH3:25])[CH2:22][O:21][C:20]2=[O:27])=[O:18])=[C:12]([O:28][CH3:29])[CH:11]=1.BrCC#N.[NH4+].[Cl-]>C1COCC1>[Br:9][C:10]1[CH:15]=[CH:14][C:13]([C@@H:16]([C:17]([N:19]2[C@@H:23]([CH:24]([CH3:26])[CH3:25])[CH2:22][O:21][C:20]2=[O:27])=[O:18])[CH2:2][C:1]#[N:4])=[C:12]([O:28][CH3:29])[CH:11]=1 |f:0.1,4.5|. Reported procedure: Lithium diisopropylamide (2.0 M in heptane/THF/ethylbenzene, 1.58 mL, 3.16 mmol) was added to a solution of (S)-3-[2-(4-bromo-2-methoxy-phenyl)-acetyl]-4-isopropyl-oxazolidin-2-one (1.126 g, 3.16 mmol) in THF (11 mL) under argon atmosphere at −78° C. The mixture was stirred for 15 minutes and bromoacetonitrile (0.23 mL, 3.32 mmol) was added at −78° C. The mixture was stirred for 3 hours at 0° C., and then a saturated solution of NH4Cl was added. The mixture was extracted with EtOAc, and the comb... The reactants are OC(CCCCBr)(c1ccc(F)cc1)c1ccc(F)cc1, Cl. Product: Fc1ccc(C(=CCCCBr)c2ccc(F)cc2)cc1. Reaction SMILES: [Br:1][CH2:2][CH2:3][CH2:4][CH2:5][C:6]([OH:7])([c:8]1[cH:9][cH:10][c:11]([F:14])[cH:12][cH:13]1)[c:15]1[cH:16][cH:17][c:18]([F:21])[cH:19][cH:20]1.[ClH:22]>>[Br:1][CH2:2][CH2:3][CH2:4][CH:5]=[C:6]([c:8]1[cH:9][cH:10][c:11]([F:14])[cH:12][cH:13]1)[c:15]1[cH:16][cH:17][c:18]([F:21])[cH:19][cH:20]1.